Dataset: the Open Reaction Database (ORD), a public repository of structured organic reaction records. Task: describe an organic reaction: reactants, conditions, products, and yield The reactants are O=C(n1ccnc1)n1ccnc1, O=C(O)Cc1ccccc1Nc1c(Cl)cccc1Cl, ClCCl, Cl, CON, O. Product: CONC(=O)Cc1ccccc1Nc1c(Cl)cccc1Cl. As a reaction SMILES: [C:20]([n:21]1[cH:22][cH:23][n:24][cH:25]1)([n:26]1[cH:27][cH:28][n:29][cH:30]1)=[O:31].[Cl:1][c:2]1[c:3]([NH:9][c:10]2[c:11]([CH2:16][C:17](=[O:18])[OH:19])[cH:12][cH:13][cH:14][cH:15]2)[c:4]([Cl:8])[cH:5][cH:6][cH:7]1.[Cl:37][CH2:38][Cl:39].[ClH:32].[O:33]([CH3:34])[NH2:35].[OH2:36]>>[Cl:1][c:2]1[c:3]([NH:9][c:10]2[c:11]([CH2:16][C:17](=[O:19])[NH:35][O:33][CH3:34])[cH:12][cH:13][cH:14][cH:15]2)[c:4]([Cl:8])[cH:5][cH:6][cH:7]1.